From a dataset of the Open Reaction Database (ORD), a public repository of structured organic reaction records. describe an organic reaction: reactants, conditions, products, and yield Reactants: C(CC(O)(C(=O)O)CC(=O)O)(=O)O (citric acid), C(C)N1CCOCC1 (N-ethylmorpholine), C(C)(=O)OC(C)=O (acetic anhydride), C(C1=CC=CC=C1)OC([C@@H](NC([C@@H](NC([C@@H](NC([C@H](NC([C@@H](N)COC(C)(C)C)=O)C(C)C)=O)CC1=C(C=CC=C1)C)=O)C(C)(C)C)=O)CC(C)C)=O (N-[N-[N-[N-(O-tert-butyl-L-seryl)-D-valyl]-2-methyl-L-phenylalanyl]-3-methyl-L-valyl]-L-leucine benzyl ester), C([O-])(O)=O.[Na+] (sodium bicarbonate). Solvent: ClCCl (dichloromethane), [Cl-].[Na+].O (brine). Reaction conditions: time 1 hour. The product is C(C1=CC=CC=C1)OC([C@@H](NC([C@@H](NC([C@@H](NC([C@H](NC([C@@H](NC(C)=O)COC(C)(C)C)=O)C(C)C)=O)CC1=C(C=CC=C1)C)=O)C(C)(C)C)=O)CC(C)C)=O (N-[N-[N-[N-(N-acetyl-O-tert-butyl-L-seryl)-D-valyl]-2-methyl-L-phenylalanyl]-3-methyl-L-valyl]-L-leucine benzyl ester). As a reaction SMILES: C(N1CC[O:6][CH2:5][CH2:4]1)C.C(OC(=O)C)(=O)C.[CH2:16]([O:23][C:24](=[O:68])[C@H:25]([CH2:64][CH:65]([CH3:67])[CH3:66])[NH:26][C:27](=[O:63])[C@H:28]([C:59]([CH3:62])([CH3:61])[CH3:60])[NH:29][C:30](=[O:58])[C@H:31]([CH2:50][C:51]1[CH:56]=[CH:55][CH:54]=[CH:53][C:52]=1[CH3:57])[NH:32][C:33](=[O:49])[C@@H:34]([CH:46]([CH3:48])[CH3:47])[NH:35][C:36](=[O:45])[C@H:37]([CH2:39][O:40][C:41]([CH3:44])([CH3:43])[CH3:42])[NH2:38])[C:17]1[CH:22]=[CH:21][CH:20]=[CH:19][CH:18]=1.C(O)(=O)CC(CC(O)=O)(C(O)=O)O.C(=O)(O)[O-].[Na+]>ClCCl.[Cl-].[Na+].O>[CH2:16]([O:23][C:24](=[O:68])[C@H:25]([CH2:64][CH:65]([CH3:67])[CH3:66])[NH:26][C:27](=[O:63])[C@H:28]([C:59]([CH3:62])([CH3:61])[CH3:60])[NH:29][C:30](=[O:58])[C@H:31]([CH2:50][C:51]1[CH:56]=[CH:55][CH:54]=[CH:53][C:52]=1[CH3:57])[NH:32][C:33](=[O:49])[C@@H:34]([CH:46]([CH3:47])[CH3:48])[NH:35][C:36](=[O:45])[C@H:37]([CH2:39][O:40][C:41]([CH3:42])([CH3:44])[CH3:43])[NH:38][C:5](=[O:6])[CH3:4])[C:17]1[CH:18]=[CH:19][CH:20]=[CH:21][CH:22]=1 |f:4.5,7.8.9|. Reported procedure: 0.5ml of N-ethylmorpholine and 0.37 ml of acetic anhydride were added in sequence to a solution of 1.95 g of N-[N-[N-[N-(O-tert-butyl-L-seryl)-D-valyl]-2-methyl-L-phenylalanyl]-3-methyl-L-valyl]-L-leucine benzyl ester in 70 ml of anhydrous dichloromethane. The mixture was stirred at room temperature for 1 hour and was then washedin sequence with 5% aqueous citric acid solution, saturated aqueous sodium bicarbonate solution and saturated brine. The organic phase was dried overanhydrous magnesium ...